Dataset: the Open Reaction Database (ORD), a public repository of structured organic reaction records. Task: describe an organic reaction: reactants, conditions, products, and yield Yields the product C(C)(C)(C)OC(COC1=C(C=C(C=C1)Cl)C#CC1=C(C=CC(=C1)S(=O)(=O)N1C(CCCC1)C)C)=O (tert-butyl[4-chloro-2-({2-methyl-5-[(2-methylpiperidin-1-yl)sulfonyl]phenyl}ethynyl)phenoxy]acetate). As a reaction SMILES: [C:1]([O:5][C:6](=[O:18])[CH2:7][O:8][C:9]1[CH:14]=[CH:13][C:12]([Cl:15])=[CH:11][C:10]=1[C:16]#[CH:17])([CH3:4])([CH3:3])[CH3:2].Br[C:20]1[CH:21]=[C:22]([S:27]([N:30]2[CH2:35][CH2:34][CH2:33][CH2:32][CH:31]2[CH3:36])(=[O:29])=[O:28])[CH:23]=[CH:24][C:25]=1[CH3:26]>>[C:1]([O:5][C:6](=[O:18])[CH2:7][O:8][C:9]1[CH:14]=[CH:13][C:12]([Cl:15])=[CH:11][C:10]=1[C:16]#[C:17][C:20]1[CH:21]=[C:22]([S:27]([N:30]2[CH2:35][CH2:34][CH2:33][CH2:32][CH:31]2[CH3:36])(=[O:28])=[O:29])[CH:23]=[CH:24][C:25]=1[CH3:26])([CH3:4])([CH3:3])[CH3:2]. Reported procedure: Following the general method as outlined in Intermediate 20, starting from (4-chloro-2-ethynyl-phenoxy)-acetic acid tert-butyl ester (Intermediate 3) and 1-(3-bromo-4-methyl-benzenesulfonyl)-2-methyl-piperidine (Intermediate 140), the title compound was obtained as a yellow sticky solid after purification by flash column chromatography (silica), eluting with cyclohexane containing increasing amounts of EtOAc. Starting materials: Intermediate 20, BrC=1C=C(C=CC1C)S(=O)(=O)N1C(CCCC1)C (1-(3-bromo-4-methyl-benzenesulfonyl)-2-methyl-piperidine), BrC=1C=C(C=CC1C)S(=O)(=O)N1C(CCCC1)C (1-(3-bromo-4-methyl-benzenesulfonyl)-2-methyl-piperidine), C(C)(C)(C)OC(COC1=C(C=C(C=C1)Cl)C#C)=O (tert-butyl(4-chloro-2-ethynylphenoxy)acetate), C(C)(C)(C)OC(COC1=C(C=C(C=C1)Cl)C#C)=O (tert-butyl(4-chloro-2-ethynylphenoxy)acetate). Starting materials: ClC1=NC2=CC=CC=C2C=C1 (2-chloro-quinoline), C(C)(C)(C)OC(=O)N1CCC(CC1)N (4-amino-piperidine-1-carboxylic acid tert-butyl ester), O([K])C(C)(C)C (KOtert-Bu), (R)-(−)-1-[(S)-2-(dicyclohexyl-phosphino)-ferrocenyl]ethyl-di-tert-butylphosphine. Reagents/catalysts: C(C)(=O)[O-].[Pd+2].C(C)(=O)[O-] (palladium(II) acetate). The solvent is C(OC)COC (dimethoxyethane). Conditions: temperature 90 celsius, time 4 hour. Yields the product C(C)(C)(C)OC(=O)N1CCC(CC1)NC1=NC2=CC=CC=C2C=C1 (4-(Quinolin-2-ylamino)-piperidine-1-carboxylic acid tert-butyl ester). RXN SMILES: Cl[C:2]1[CH:11]=[CH:10][C:9]2[C:4](=[CH:5][CH:6]=[CH:7][CH:8]=2)[N:3]=1.[C:12]([O:16][C:17]([N:19]1[CH2:24][CH2:23][CH:22]([NH2:25])[CH2:21][CH2:20]1)=[O:18])([CH3:15])([CH3:14])[CH3:13].O(C(C)(C)C)[K]>C(COC)OC.C([O-])(=O)C.[Pd+2].C([O-])(=O)C>[C:12]([O:16][C:17]([N:19]1[CH2:24][CH2:23][CH:22]([NH:25][C:2]2[CH:11]=[CH:10][C:9]3[C:4](=[CH:5][CH:6]=[CH:7][CH:8]=3)[N:3]=2)[CH2:21][CH2:20]1)=[O:18])([CH3:15])([CH3:13])[CH3:14] |f:4.5.6|. Reported procedure: To a degassed solution of 2-chloro-quinoline (1.00 g, 6.11 mmol, 1.0 equiv; commercially available) and 4-amino-piperidine-1-carboxylic acid tert-butyl ester (1.47 g, 7.33 mmol, 1.2 equiv; commercially available) in dimethoxyethane (15 mL) was added KOtert-Bu (0.96 g, 8.56 mmol, 1.4 equiv), (R)-(−)-1-[(S)-2-(dicyclohexyl-phosphino)-ferrocenyl]ethyl-di-tert-butylphosphine (3.39 mg, 0.0061 mmol, 0.1 mol %; Josiphos ligand [CAS RN 158923-11-6]; commercially available from Strem Chemicals, USA) and ... Reactants: C1(=CC=CC=C1)C1(CCC(CC1)=O)C1=CC=CC=C1 (4,4-diphenylcyclohexanone), C(CN)N (ethylenediamine). The reagents and catalysts are C1(=CC=C(C=C1)S(=O)(=O)O)C (p-toluenesulfonic acid). Run in C1=CC=CC=C1 (benzene). Conditions: temperature 0 celsius, time 3 hour. Product: C1(=CC=CC=C1)C1(CCC(CC1)NCCN)C1=CC=CC=C1 (2-[4,4-Diphenylcyclohexylamino]ethylamine). Isolated yield 100.0%. Reaction SMILES: [C:1]1([C:7]2([C:14]3[CH:19]=[CH:18][CH:17]=[CH:16][CH:15]=3)[CH2:12][CH2:11][C:10](=O)[CH2:9][CH2:8]2)[CH:6]=[CH:5][CH:4]=[CH:3][CH:2]=1.[CH2:20]([NH2:23])[CH2:21][NH2:22]>C1C=CC=CC=1.C1(C)C=CC(S(O)(=O)=O)=CC=1>[C:1]1([C:7]2([C:14]3[CH:19]=[CH:18][CH:17]=[CH:16][CH:15]=3)[CH2:12][CH2:11][CH:10]([NH:22][CH2:21][CH2:20][NH2:23])[CH2:9][CH2:8]2)[CH:6]=[CH:5][CH:4]=[CH:3][CH:2]=1. Procedure: A mixture of 4,4-diphenylcyclohexanone (2.5 g) and ethylenediamine (10 g) and p-toluenesulfonic acid (100 mg) in benzene (200 mL) was refluxed for 4 h in Dean-Stark trap to remove the water that formed. Solvent was evaporated and the residue was redissolved in methanol (60 mL) and cooled to 0° C. To this, sodium borohydride (2 g) was added in portions and the mixture was stirred at room temperature for 3 h. Solvent was evaporated, the residue was dissolved in dichloromethane (300 mL), washed wit... Starting materials: CC(=O)O, CSc1nc2ccc(I)cc2s1, [K+], O=[Mn](=O)(=O)[O-], O. The product is CS(=O)(=O)c1nc2ccc(I)cc2s1. As a reaction SMILES: [CH3:20][C:21](=[O:22])[OH:23].[I:1][c:2]1[cH:3][c:4]2[c:5]([n:6][c:7]([S:9][CH3:10])[s:8]2)[cH:11][cH:12]1.[K+:18].[Mn:13](=[O:14])([O-:15])(=[O:16])=[O:17].[OH2:19]>>[I:1][c:2]1[cH:3][c:4]2[c:5]([n:6][c:7]([S:9]([CH3:10])(=[O:14])=[O:19])[s:8]2)[cH:11][cH:12]1. Reactants: C1CCOC1, c1ccc(Cn2cncn2)cc1, CN(C)C=O, CC(C)[N-]C(C)C, [Li+], [Na+], O=P([O-])(O)O. The product is O=Cc1ncn(Cc2ccccc2)n1. As a reaction SMILES: [CH2:27]1[CH2:29][CH2:28][CH2:30][O:31]1.[CH2:9]([c:10]1[cH:11][cH:12][cH:13][cH:14][cH:15]1)[n:16]1[n:17][cH:18][n:19][cH:20]1.[CH3:32][N:33]([CH3:34])[CH:35]=[O:36].[CH:1]([N-:2][CH:3]([CH3:4])[CH3:5])([CH3:6])[CH3:7].[Li+:8].[Na+:21].[OH:22][P:23](=[O:24])([O-:25])[OH:26]>>[CH2:9]([c:10]1[cH:11][cH:12][cH:13][cH:14][cH:15]1)[n:16]1[n:17][c:18]([CH:30]=[O:31])[n:19][cH:20]1. The reactants are CO, O=C1C(Cl)=C(C2CCC(c3ccc(Cl)cc3)CC2)C(=O)c2ccccc21, Cl, [K+], [OH-], O. Product: O=C1C(O)=C(C2CCC(c3ccc(Cl)cc3)CC2)C(=O)c2ccccc21. Reaction SMILES: [CH3:30][OH:31].[Cl:1][c:2]1[cH:3][cH:4][c:5]([CH:8]2[CH2:9][CH2:10][CH:11]([C:14]3=[C:23]([Cl:24])[C:22](=[O:25])[c:21]4[c:16]([cH:17][cH:18][cH:19][cH:20]4)[C:15]3=[O:26])[CH2:12][CH2:13]2)[cH:6][cH:7]1.[ClH:29].[K+:28].[OH-:27].[OH2:32]>>[Cl:1][c:2]1[cH:3][cH:4][c:5]([CH:8]2[CH2:9][CH2:10][CH:11]([C:14]3=[C:23]([OH:27])[C:22](=[O:25])[c:21]4[c:16]([cH:17][cH:18][cH:19][cH:20]4)[C:15]3=[O:26])[CH2:12][CH2:13]2)[cH:6][cH:7]1. The reactants are N1CCCC1 (Pyrrolidine), C1COC2(CCC(CC2)=O)O1 (cyclohexane-1,4-dione monoethylene ketal), [C-]#N.[K+] (potassium cyanide), Cl (hydrochloric acid). Run in CO (methanol), O (water). Conditions: time 74 hour. The product is N1(CCCC1)C1(CCC2(OCCO2)CC1)C#N (8-pyrrolidin-1-yl-1,4-dioxaspiro[4.5]decane-8-carbonitrile). Isolated yield 68.0%. As a reaction SMILES: [NH:1]1[CH2:5][CH2:4][CH2:3][CH2:2]1.[CH2:6]1[O:16][C:9]2([CH2:14][CH2:13][C:12](=O)[CH2:11][CH2:10]2)[O:8][CH2:7]1.[C-:17]#[N:18].[K+].Cl>O.CO>[N:1]1([C:12]2([C:17]#[N:18])[CH2:13][CH2:14][C:9]3([O:16][CH2:6][CH2:7][O:8]3)[CH2:10][CH2:11]2)[CH2:5][CH2:4][CH2:3][CH2:2]1 |f:2.3|. Reported procedure: Pyrrolidine (22.5 ml, 0.306 mol), cyclohexane-1,4-dione monoethylene ketal (10.0 g, 0.064 mol) and potassium cyanide (10.0 g, 0.15 mol) was added to a mixture of 4 N hydrochloric acid (17 ml) and methanol (10 ml), while cooling with ice. The mixture was stirred at room temperature for 74 h and then, after addition of water (80 ml), extracted with diethyl ether (4×70 ml). After concentration, the residue was taken up in methylene chloride (70 ml) and the mixture was dried with magnesium sulfate o... The reactants are CC#N, ClCOCc1ccccc1, c1ccc2[nH]cnc2c1. Yields the product c1ccc(COCn2cnc3ccccc32)cc1. Reaction SMILES: [CH3:20][C:21]#[N:22].[Cl:10][CH2:11][O:12][CH2:13][c:14]1[cH:15][cH:16][cH:17][cH:18][cH:19]1.[n:1]1[cH:2][nH:3][c:4]2[c:5]1[cH:6][cH:7][cH:8][cH:9]2>>[n:1]1([CH2:11][O:12][CH2:13][c:14]2[cH:15][cH:16][cH:17][cH:18][cH:19]2)[cH:2][n:3][c:4]2[c:5]1[cH:6][cH:7][cH:8][cH:9]2. The reactants are N[C@@H](C)CO (L-alaninol), S(=O)(=O)(C1=CC=C([N+](=O)[O-])C=C1)Cl (nosylchloride), C(C)#N (acetonitrile), C(C)(=O)OCC (Ethyl acetate), C(C)#N (acetonitrile). The solvent is N1=CC=CC=C1 (pyridine). Run at temperature 0 celsius, time 2 hour. Product: S(=O)(=O)(C1=CC=C([N+](=O)[O-])C=C1)N1CC1 (nosyl aziridine). Reaction SMILES: [S:1](Cl)([C:4]1[CH:12]=[CH:11][C:7]([N+:8]([O-:10])=[O:9])=[CH:6][CH:5]=1)(=[O:3])=[O:2].[C:14](#[N:16])[CH3:15].N[C@H](CO)C.C(OCC)(=O)C>N1C=CC=CC=1>[S:1]([N:16]1[CH2:15][CH2:14]1)([C:4]1[CH:12]=[CH:11][C:7]([N+:8]([O-:10])=[O:9])=[CH:6][CH:5]=1)(=[O:3])=[O:2]. Reported procedure: A 100 gallon glass-lined vessel, fitted with mechanical stirrer, addition funnel, nitrogen inlet and temperature probe, was charged with nosylchloride (52.7 kg) and acetonitrile (75L) at room temperature under nitrogen. The slurry was cooled to about 0° C. A solution of L-alaninol (7) (7.5 kg) in pyridine (32L) was added over about an hour maintaining the reaction temperature less than 10° C. during the addition, and then the mixture was aged for about two hours at about 3° C. to 5° C. Ethyl ace...